Dataset: the Open Reaction Database (ORD), a public repository of structured organic reaction records. Task: describe an organic reaction: reactants, conditions, products, and yield The product is Oc1ccc(C(=C2CCSCC2)c2ccc(Br)cc2)cc1. Reaction SMILES: [Br:1][c:2]1[cH:3][cH:4][c:5]([C:8](=[O:9])[c:10]2[cH:11][cH:12][c:13]([OH:16])[cH:14][cH:15]2)[cH:6][cH:7]1.[CH2:31]1[O:32][CH2:33][CH2:34][CH2:35]1.[K+:25].[K+:26].[O-:27][C:28]([O-:29])=[O:30].[OH2:24].[S:17]1[CH2:18][CH2:19][C:20](=[O:23])[CH2:21][CH2:22]1.[Zn:36]>>[Br:1][c:2]1[cH:3][cH:4][c:5]([C:8]([c:10]2[cH:11][cH:12][c:13]([OH:16])[cH:14][cH:15]2)=[C:20]2[CH2:19][CH2:18][S:17][CH2:22][CH2:21]2)[cH:6][cH:7]1. Starting materials: O=C(c1ccc(O)cc1)c1ccc(Br)cc1, C1CCOC1, [K+], [K+], O=C([O-])[O-], O, O=C1CCSCC1, [Zn]. The reactants are BrCCC1=CC=C(C(=O)O)C=C1 (4-(2-bromoethyl)benzoic acid), CCOCC (ether), [N+](=[N-])=C (diazomethane). The solvent is C1CCOC1 (THF). Product: BrCCC1=CC=C(C(=O)OC)C=C1 (Methyl 4-(2-bromoethyl)benzoate). The yield is 99.0%. Reaction SMILES: [Br:1][CH2:2][CH2:3][C:4]1[CH:12]=[CH:11][C:7]([C:8]([OH:10])=[O:9])=[CH:6][CH:5]=1.[CH3:13]COCC.[N+](=C)=[N-]>C1COCC1>[Br:1][CH2:2][CH2:3][C:4]1[CH:12]=[CH:11][C:7]([C:8]([O:10][CH3:13])=[O:9])=[CH:6][CH:5]=1. Procedure: A solution of 9.16 g (40 mmol) of 4-(2-bromoethyl)benzoic acid in 100 mL of THF was combined with an ether solution containing excess diazomethane. The excess diazomethane was consumed by addition of glacial acetic acid and the resultant solution was concentrated, in vacuo. The residue obtained was partitioned between saturated NaHCO3 (150 mL) and ethyl acetate (150 ml). The layers were separated and the aqueous phase was extracted with ethyl acetate (70 mL). The combined organic extracts were d... Starting materials: C1CCOC1, COC(=O)c1sc2cc(C(F)(F)F)ccc2c1C1CCN(C(=O)OC)CC1, [Na+], [OH-], O. Product: COC(=O)N1CCC(c2c(C(=O)O)sc3cc(C(F)(F)F)ccc23)CC1. RXN SMILES: [CH2:30]1[O:31][CH2:32][CH2:33][CH2:34]1.[CH3:1][O:2][C:3](=[O:4])[N:5]1[CH2:6][CH2:7][CH:8]([c:11]2[c:12]3[c:13]([s:14][c:15]2[C:16](=[O:17])[O:18][CH3:19])[cH:20][c:21]([C:24]([F:25])([F:26])[F:27])[cH:22][cH:23]3)[CH2:9][CH2:10]1.[Na+:29].[OH-:28].[OH2:35]>>[CH3:1][O:2][C:3](=[O:4])[N:5]1[CH2:6][CH2:7][CH:8]([c:11]2[c:12]3[c:13]([s:14][c:15]2[C:16](=[O:17])[OH:18])[cH:20][c:21]([C:24]([F:25])([F:26])[F:27])[cH:22][cH:23]3)[CH2:9][CH2:10]1. Reactants: O1[C@H]2[C@@H]1C[C@@H]1CC[C@H]3[C@@H]4CC[C@H](C(C)=O)[C@]4(CC([C@@H]3[C@]1(C2)C)=O)C (2α,3α-epoxy-5α-pregnane-11,20-dione), solution, C[Li] (methyl lithium), cuprous iodide, [Cl-].[NH4+] (ammonium chloride). The solvent is CCOCC (ether), CCOCC (ether), CCOCC (ether). Run at time 4 hour. Yields the product O[C@H]1C[C@@H]2CC[C@H]3[C@@H]4CC[C@H](C(C)=O)[C@]4(CC([C@@H]3[C@]2(C[C@@H]1C)C)=O)C (3α-Hydroxy-2β-methyl-5α-pregnane-11,20-dione). As a reaction SMILES: [CH3:1][Li].[O:3]1[C@H:5]2[CH2:6][C@H:7]3[C@:22]([CH3:24])([CH2:23][C@@H:4]12)[C@@H:21]1[C@H:10]([C@H:11]2[C@:18]([CH3:26])([CH2:19][C:20]1=[O:25])[C@@H:14]([C:15](=[O:17])[CH3:16])[CH2:13][CH2:12]2)[CH2:9][CH2:8]3.[Cl-].[NH4+]>CCOCC>[OH:3][C@@H:5]1[C@@H:4]([CH3:1])[CH2:23][C@@:22]2([CH3:24])[C@@H:7]([CH2:8][CH2:9][C@@H:10]3[C@@H:21]2[C:20](=[O:25])[CH2:19][C@@:18]2([CH3:26])[C@H:11]3[CH2:12][CH2:13][C@@H:14]2[C:15](=[O:17])[CH3:16])[CH2:6]1 |f:2.3|. Procedure details: A 1.6 molar solution of methyl lithium in ether (30 ml.) was added to a stirred suspension of cuprous iodide (4.56 g.) in dry ether (100 ml.) under nitrogen at -20°. A cold solution of 2α,3α-epoxy-5α-pregnane-11,20-dione (1.33 g.) in dry ether (20 ml.) was then added and the mixture was maintained at 0° for 40 hours and then at room temperature for 4 hours. The mixture was then poured into aqueous ammonium chloride solution and extracted into ethyl acetate. The organic extract was washed with wa... The reactants are O=C(O)C(CC1CCCC1)n1ncc(Oc2ccccc2)cc1=O, Nc1nccs1. The product is O=C(Nc1nccs1)C(CC1CCCC1)n1ncc(Oc2ccccc2)cc1=O. Reaction SMILES: [CH:1]1([CH2:6][CH:7]([C:8](=[O:9])[OH:10])[n:11]2[n:12][cH:13][c:14]([O:18][c:19]3[cH:20][cH:21][cH:22][cH:23][cH:24]3)[cH:15][c:16]2=[O:17])[CH2:2][CH2:3][CH2:4][CH2:5]1.[s:25]1[c:26]([NH2:30])[n:27][cH:28][cH:29]1>>[CH:1]1([CH2:6][CH:7]([C:8](=[O:10])[NH:30][c:26]2[s:25][cH:29][cH:28][n:27]2)[n:11]2[n:12][cH:13][c:14]([O:18][c:19]3[cH:20][cH:21][cH:22][cH:23][cH:24]3)[cH:15][c:16]2=[O:17])[CH2:2][CH2:3][CH2:4][CH2:5]1. Reactants: C(C)OC(=O)C=1N=CN(C1)C1=CC(=CC=C1)C(O[SiH2]C(C)(C)C)(C)C (1-[3-(tert-Butyl-dimethyl-silanyloxymethyl)-phenyl]-1H-imidazole-4-carboxylic acid ethyl ester), [F-].C(CCC)[N+](CCCC)(CCCC)CCCC (tetrabutylammonium fluoride). Run in C1CCOC1 (THF). Run at temperature 70 celsius. Yields the product C(C)OC(=O)C=1N=CN(C1)C1=CC(=CC=C1)CO (1-(3-Hydroxymethyl-phenyl)-1H-imidazole-4-carboxylic acid ethyl ester). The yield is 78.3%. RXN SMILES: [CH2:1]([O:3][C:4]([C:6]1[N:7]=[CH:8][N:9]([C:11]2[CH:16]=[CH:15][CH:14]=[C:13]([C:17](C)(C)[O:18][SiH2]C(C)(C)C)[CH:12]=2)[CH:10]=1)=[O:5])[CH3:2].[F-].C([N+](CCCC)(CCCC)CCCC)CCC>C1COCC1>[CH2:1]([O:3][C:4]([C:6]1[N:7]=[CH:8][N:9]([C:11]2[CH:16]=[CH:15][CH:14]=[C:13]([CH2:17][OH:18])[CH:12]=2)[CH:10]=1)=[O:5])[CH3:2] |f:1.2|. Procedure: To a solution of compound 6 (1.50 g, 4.2 mmol) in THF (18 mL) was added tetrabutylammonium fluoride (1.58 g, 5 mmol) and refluxed at 70° C. for 12 h. After concentration, the residue was purified by filter column using 4% methanol in chloroform to give alcohol 7 (810 mg, 79%) as pale yellow gum. RXN SMILES: [C:14](=[O:15])([O-:16])[O-:17].[CH3:1][C:2]([CH3:3])([C:4]([CH2:5][C:6]([C:7]([CH3:8])([CH3:9])[CH3:10])=[O:11])=[O:12])[CH3:13].[CH3:27][CH2:28][OH:29].[CH:20]1([CH2:23][Br:24])[CH2:21][CH2:22]1.[I-:26].[K+:18].[K+:19].[K+:25]>>[CH3:1][C:2]([CH3:3])([C:4]([CH:5]([C:6]([C:7]([CH3:8])([CH3:9])[CH3:10])=[O:11])[CH2:23][CH:20]1[CH2:21][CH2:22]1)=[O:12])[CH3:13]. Reactants: O=C([O-])[O-], CC(C)(C)C(=O)CC(=O)C(C)(C)C, CCO, BrCC1CC1, [I-], [K+], [K+], [K+]. Yields the product CC(C)(C)C(=O)C(CC1CC1)C(=O)C(C)(C)C. Reactants: Cc1cc(CC(=O)OC(C)(C)C)ccc1NC(=O)Nc1ccccc1C(F)(F)F, ClCCl, O=C(O)C(F)(F)F. Product: Cc1cc(CC(=O)O)ccc1NC(=O)Nc1ccccc1C(F)(F)F. RXN SMILES: [CH3:1][c:2]1[cH:3][c:4]([CH2:22][C:23](=[O:24])[O:25][C:26]([CH3:27])([CH3:28])[CH3:29])[cH:5][cH:6][c:7]1[NH:8][C:9](=[O:10])[NH:11][c:12]1[c:13]([C:18]([F:19])([F:20])[F:21])[cH:14][cH:15][cH:16][cH:17]1.[Cl:37][CH2:38][Cl:39].[F:30][C:31]([F:32])([F:33])[C:34]([OH:35])=[O:36]>>[CH3:1][c:2]1[cH:3][c:4]([CH2:22][C:23](=[O:24])[OH:25])[cH:5][cH:6][c:7]1[NH:8][C:9](=[O:10])[NH:11][c:12]1[c:13]([C:18]([F:19])([F:20])[F:21])[cH:14][cH:15][cH:16][cH:17]1. Starting materials: C(CCCCC)(=O)Cl (Caproyl chloride), OCCCCCCN1C(=O)C2=C(C=3C(C4=CC=CC=C4C(C3C(=C2C1=O)N)=O)=O)N (N-(6'-hydroxyhexyl)1,4-diaminoanthraquinone-2,3-dicarboximide), C(C)O (ethanol). Solvent: N1=CC=CC=C1 (pyridine). Conditions: temperature 90 celsius, time 3 hour. Product: C(CCCCCCC)(=O)CCCCCCN1C(=O)C2=C(C=3C(C4=CC=CC=C4C(C3C(=C2C1=O)N)=O)=O)N (N-(6'-n-octanoylhexyl)1,4-diaminoanthraquinone-2,3-dicarboximide). The yield is 88.0%. Reaction SMILES: O[CH2:2][CH2:3][CH2:4][CH2:5][CH2:6][CH2:7][N:8]1[C:25](=[O:26])[C:24]2[C:11](=[C:12]([NH2:30])[C:13]3[C:14](=[O:29])[C:15]4[C:20]([C:21](=[O:28])[C:22]=3[C:23]=2[NH2:27])=[CH:19][CH:18]=[CH:17][CH:16]=4)[C:9]1=[O:10].[C:31](Cl)(=[O:37])[CH2:32][CH2:33][CH2:34][CH2:35][CH3:36].[CH2:39](O)[CH3:40]>N1C=CC=CC=1>[C:31]([CH2:2][CH2:3][CH2:4][CH2:5][CH2:6][CH2:7][N:8]1[C:25](=[O:26])[C:24]2[C:11](=[C:12]([NH2:30])[C:13]3[C:14](=[O:29])[C:15]4[C:20]([C:21](=[O:28])[C:22]=3[C:23]=2[NH2:27])=[CH:19][CH:18]=[CH:17][CH:16]=4)[C:9]1=[O:10])(=[O:37])[CH2:32][CH2:33][CH2:34][CH2:35][CH2:36][CH2:39][CH3:40]. Procedure details: A suspension of N-(6'-hydroxyhexyl)1,4-diaminoanthraquinone-2,3-dicarboximide (10.0 parts) in pyridine (200.0 parts) was heated to 90° C. under nitrogen and maintained at this temperature for 1 hour or until complete dissolution of the dye. The reaction mixture was cooled to 40° C. Caproyl chloride (6.9 parts) was then added dropwise at a rate such that the temperature did not exceed 50° C. The reaction mixture was cooled to room temperature. After 3 hours, ethanol (20.0 parts) was added dropwis...